From a dataset of the Open Reaction Database (ORD), a public repository of structured organic reaction records. describe an organic reaction: reactants, conditions, products, and yield Reactants: ClC1=CC=C(C=C1)N1N=CC(=C1C)C(=O)OCC (ethyl 1-(4-chlorophenyl)-5-methyl-1H-pyrazole-4-carboxylate), [H-].[Al+3].[Li+].[H-].[H-].[H-] (lithium aluminum hydride), aqueous solution, Cl (hydrochloric acid). Run at time 1.5 hour. Yields the product ClC1=CC=C(C=C1)N1N=CC(=C1C)CO (1-(4-chlorophenyl)-4-hydroxymethyl-5-methyl-1H-pyrazole). Yield: 91.0%. As a reaction SMILES: [Cl:1][C:2]1[CH:7]=[CH:6][C:5]([N:8]2[C:12]([CH3:13])=[C:11]([C:14](OCC)=[O:15])[CH:10]=[N:9]2)=[CH:4][CH:3]=1.[H-].[Al+3].[Li+].[H-].[H-].[H-].Cl>>[Cl:1][C:2]1[CH:3]=[CH:4][C:5]([N:8]2[C:12]([CH3:13])=[C:11]([CH2:14][OH:15])[CH:10]=[N:9]2)=[CH:6][CH:7]=1 |f:1.2.3.4.5.6|. Procedure: To a solution of 3.2 g of ethyl 1-(4-chlorophenyl)-5-methyl-1H-pyrazole-4-carboxylate, 0.46 g of lithium aluminum hydride was added, followed by stirring for 1.5 hours at room temperature. The reaction mixture was added with a 5% aqueous solution of hydrochloric acid and then extracted with ethyl acetate. The extract was washed with an aqueous solution of sodium chloride, dried over magnesium sulfate and then filtered. The filtrate was concentrated under reduced pressure. The residue was subject... Reactants: [N+](=O)([O-])C (nitromethane), S(=O)(=O)(OC)OC (dimethyl sulphate), FC1=CC=C(CN2C(CCC2)=O)C=C1 (1-p-fluorobenzyl-pyrrolidin-2-one), C[O-].[Na+] (sodium methylate), [Na] (sodium), crystals. The solvent is CO (methanol), O (water). Conditions: temperature 50 celsius, time 30 minute. The product is FC1=CC=C(CN2C(CCC2)=C[N+](=O)[O-])C=C1 (1-p-fluorobenzyl-2-nitromethylene-pyrrolidine). Isolated yield 55.2%. RXN SMILES: S(OC)(OC)(=O)=O.[F:8][C:9]1[CH:21]=[CH:20][C:12]([CH2:13][N:14]2[CH2:18][CH2:17][CH2:16][C:15]2=O)=[CH:11][CH:10]=1.C[O-].[Na+].[Na].[N+:26]([CH3:29])([O-:28])=[O:27]>O.CO>[F:8][C:9]1[CH:21]=[CH:20][C:12]([CH2:13][N:14]2[CH2:18][CH2:17][CH2:16][C:15]2=[CH:29][N+:26]([O-:28])=[O:27])=[CH:11][CH:10]=1 |f:2.3,^1:24|. Procedure: 26.1 g (0.207 mol) of dimethyl sulphate are added to 40 g (0.207 mol) of 1-p-fluorobenzyl-pyrrolidin-2-one and the mixture is heated to 60° for 4 hours. It is then cooled and a solution of sodium methylate prepared from 4.75 g (0.207 gram atom) of sodium and 100 ml of methanol is introduced slowly, at 0°. When the addition is complete, the mixture is stirred for 30 minutes at 50° C. and again cooled to 0°, and 18.9 g (0.31 mol) of nitromethane are added dropwise whilst continuing the stirring. T... The reactants are CCCCCCC, CC(C)NC(C)C, CC(C)CC(=O)[O-], [Cu]I, Fc1ccc(Cc2ccc(I)s2)cc1, [NH4+], [OH-], C#CC(C)N(O)C(N)=O, c1ccc(P(c2ccccc2)c2ccccc2)cc1. The product is CC(C#Cc1ccc(Cc2ccc(F)cc2)s1)N(O)C(N)=O. RXN SMILES: [CH3:61][CH2:62][CH2:63][CH2:64][CH2:65][CH2:66][CH3:67].[CH:24]([NH:25][CH:26]([CH3:27])[CH3:28])([CH3:29])[CH3:30].[CH:52]([CH2:53][C:54]([O-:55])=[O:56])([CH3:57])[CH3:58].[Cu:59][I:60].[I:10][c:11]1[s:12][c:13]([CH2:16][c:17]2[cH:18][cH:19][c:20]([F:23])[cH:21][cH:22]2)[cH:14][cH:15]1.[NH4+:51].[OH-:50].[OH:1][N:2]([C:3](=[O:4])[NH2:5])[CH:6]([CH3:7])[C:8]#[CH:9].[c:31]1([P:32]([c:33]2[cH:34][cH:35][cH:36][cH:37][cH:38]2)[c:39]2[cH:40][cH:41][cH:42][cH:43][cH:44]2)[cH:45][cH:46][cH:47][cH:48][cH:49]1>>[OH:1][N:2]([C:3](=[O:4])[NH2:5])[CH:6]([CH3:7])[C:8]#[C:9][c:11]1[s:12][c:13]([CH2:16][c:17]2[cH:18][cH:19][c:20]([F:23])[cH:21][cH:22]2)[cH:14][cH:15]1. Starting materials: four, BrBr (bromine), ClC1=CC(=CC=C1)Cl (metadichlorobenzene), ferric chloride, [OH-].[Na+] (sodium hydroxide). Solvent: O (water). Reaction conditions: time 3 hour. The product is BrC1=C(C=C(C=C1)Cl)Cl (1-bromo-2,4-dichlorobenzene). Yield: 98.5%. As a reaction SMILES: [Cl:1][C:2]1[CH:7]=[CH:6][CH:5]=[C:4]([Cl:8])[CH:3]=1.[Br:9]Br.[OH-].[Na+]>O>[Br:9][C:5]1[CH:6]=[CH:7][C:2]([Cl:1])=[CH:3][C:4]=1[Cl:8] |f:2.3|. Procedure: In a 1,000 ml four necked flask equipped with a reflux condenser, a dropping funnel, a thermometer and a stirrer, 588 g (4 mole) of metadichlorobenzene and 8 g of ferric chloride were charged, and 640 g (4 mole) of bromine was added dropwise to the mixture at room temperature with stirring. The reaction was carried out for about 3 hours. After the reaction, the reaction mixture was poured into water and it was neutralized with sodium hydroxide. The reaction product was extracted with chloroform.... The reactants are C1COCCN1, O=CO, O, O=CCCC12CC(c3ccccc31)c1ccccc12. The product is c1ccc2c(c1)C1CC2(CCCN2CCOCC2)c2ccccc21. As a reaction SMILES: [CH2:1]1[CH2:2][O:3][CH2:4][CH2:5][NH:6]1.[CH:7]([OH:8])=[O:9].[OH2:29].[cH:10]1[cH:11][cH:12][cH:13][c:14]2[c:23]1[C:22]1([CH2:25][CH2:26][CH:27]=[O:28])[c:21]3[c:16]([cH:17][cH:18][cH:19][cH:20]3)[CH:15]2[CH2:24]1>>[CH2:1]1[CH2:2][O:3][CH2:4][CH2:5][N:6]1[CH2:27][CH2:26][CH2:25][C:22]12[c:21]3[c:16]([cH:17][cH:18][cH:19][cH:20]3)[CH:15]([c:14]3[cH:13][cH:12][cH:11][cH:10][c:23]31)[CH2:24]2. Starting materials: Cc1ccccc1S(=O)(=O)N=C=O, CC#N, Cc1nc(C)nc(N)n1. Product: Cc1nc(C)nc(NC(=O)NS(=O)(=O)c2ccccc2C)n1. Reaction SMILES: [CH3:10][c:11]1[c:12]([S:17](=[O:18])(=[O:19])[N:20]=[C:21]=[O:22])[cH:13][cH:14][cH:15][cH:16]1.[CH3:23][C:24]#[N:25].[NH2:1][c:2]1[n:3][c:4]([CH3:9])[n:5][c:6]([CH3:8])[n:7]1>>[NH:1]([c:2]1[n:3][c:4]([CH3:9])[n:5][c:6]([CH3:8])[n:7]1)[C:21]([NH:20][S:17]([c:12]1[c:11]([CH3:10])[cH:16][cH:15][cH:14][cH:13]1)(=[O:18])=[O:19])=[O:22]. Starting materials: C[N+]1([O-])CCOCC1, CC#N, CCC[N+](CCC)(CCC)CCC, C=C1CC2C3CCC(=O)C3(C)CCC2C2(C)CCC(SCCCNC(=O)C(F)(F)F)CC12, O=[Ru](=O)(=O)[O-]. Product: C=C1CC2C3CCC(=O)C3(C)CCC2C2(C)CCC(S(=O)CCCNC(=O)C(F)(F)F)CC12. As a reaction SMILES: [CH3:33][N+:34]1([O-:35])[CH2:36][CH2:38][O:37][CH2:39][CH2:40]1.[CH3:41][C:42]#[N:43].[CH3:44][CH2:45][CH2:46][N+:47]([CH2:48][CH2:49][CH3:50])([CH2:51][CH2:52][CH3:53])[CH2:54][CH2:55][CH3:56].[F:1][C:2]([C:3](=[O:4])[NH:5][CH2:6][CH2:7][CH2:8][S:9][CH:10]1[CH2:11][CH:12]2[C:13](=[CH2:30])[CH2:14][CH:15]3[CH:16]4[CH2:17][CH2:18][C:19](=[O:29])[C:20]4([CH3:21])[CH2:22][CH2:23][CH:24]3[C:25]2([CH3:28])[CH2:26][CH2:27]1)([F:31])[F:32].[O:57]=[Ru:58](=[O:59])([O-:60])=[O:61]>>[F:1][C:2]([C:3](=[O:4])[NH:5][CH2:6][CH2:7][CH2:8][S:9]([CH:10]1[CH2:11][CH:12]2[C:13](=[CH2:30])[CH2:14][CH:15]3[CH:16]4[CH2:17][CH2:18][C:19](=[O:29])[C:20]4([CH3:21])[CH2:22][CH2:23][CH:24]3[C:25]2([CH3:28])[CH2:26][CH2:27]1)=[O:37])([F:31])[F:32].